This data is from the Open Reaction Database (ORD), a public repository of structured organic reaction records. The task is: describe an organic reaction: reactants, conditions, products, and yield The reactants are Cl (Hydrogen chloride), O1CCOCC1 (dioxan), C(C)(C)(C)OC(=O)NC(C=1C=C(OCC2=CC=C(C(=O)OCCCC3OCCO3)C=C2)C=CC1)C1=CC=CC=C1 (3-(1,3-dioxolan-2-yl)propyl 4-((3-(((tert-butoxycarbonyl)amino)(phenyl)methyl)phenoxy)-methyl)benzoate), resultant solution. Product: Cl.NC(C=1C=C(OCC2=CC=C(C(=O)OCCCC3OCCO3)C=C2)C=CC1)C1=CC=CC=C1 (3-(1,3-Dioxolan-2-yl)propyl 4-((3-(amino(phenyl)methyl)phenoxy)methyl)-benzoate hydrochloride). Yield: 100.0%. RXN SMILES: [ClH:1].O1CCOCC1.C(OC([NH:15][CH:16]([C:42]1[CH:47]=[CH:46][CH:45]=[CH:44][CH:43]=1)[C:17]1[CH:18]=[C:19]([CH:39]=[CH:40][CH:41]=1)[O:20][CH2:21][C:22]1[CH:38]=[CH:37][C:25]([C:26]([O:28][CH2:29][CH2:30][CH2:31][CH:32]2[O:36][CH2:35][CH2:34][O:33]2)=[O:27])=[CH:24][CH:23]=1)=O)(C)(C)C>>[ClH:1].[NH2:15][CH:16]([C:42]1[CH:47]=[CH:46][CH:45]=[CH:44][CH:43]=1)[C:17]1[CH:18]=[C:19]([CH:39]=[CH:40][CH:41]=1)[O:20][CH2:21][C:22]1[CH:38]=[CH:37][C:25]([C:26]([O:28][CH2:29][CH2:30][CH2:31][CH:32]2[O:33][CH2:34][CH2:35][O:36]2)=[O:27])=[CH:24][CH:23]=1 |f:3.4|. Procedure details: Hydrogen chloride in dioxan (4.0 M, 6 mL, 24 mmol) was added to 3-(1,3-dioxolan-2-yl)propyl 4-((3-(((tert-butoxycarbonyl)amino)(phenyl)methyl)phenoxy)-methyl)benzoate (0.756 g, 1.38 mmol), and the resultant solution was stirred at ambient temperature for 2 hours. The solvent was evaporated at reduced pressure to afford the title compound (0.750 g, 100%). The reactants are C1(=C(C=CC=C1)NC(NC1=CC=C(C=C1)CC(=O)O)=O)C ([4-(3-o-tolyl-ureido)-phenyl]-acetic acid), CCN(C(C)C)C(C)C (DIEA), C=1C=CC2=C(C1)N=NN2O (HOBT), CCN=C=NCCCN(C)C.Cl (EDCl), Br.COC(CCC1=CC(=NO1)C(CC(C)C)N)=O (3-[3-(1-amino-3-methyl-butyl)-isoxazol-5-yl]-propionic acid methyl ester hydrobromide). Solvent: C(Cl)Cl (CH2Cl2), O (water), C(Cl)Cl (CH2Cl2), C(Cl)Cl (CH2Cl2). Reaction conditions: time 16 hour. Product: COC(CCC1=CC(=NO1)C(CC(C)C)NC(CC1=CC=C(C=C1)NC(=O)NC1=C(C=CC=C1)C)=O)=O (3-[3-(3-Methyl-1-{2-[4-(3-o-tolyl-ureido)-phenyl]-acetylamino}butyl)-isoxazol-5-yl]-propionic acid methyl ester). Isolated yield 51.1%. RXN SMILES: [C:1]1([CH3:21])[CH:6]=[CH:5][CH:4]=[CH:3][C:2]=1[NH:7][C:8](=[O:20])[NH:9][C:10]1[CH:15]=[CH:14][C:13]([CH2:16][C:17]([OH:19])=O)=[CH:12][CH:11]=1.CCN(C(C)C)C(C)C.C1C=CC2N(O)N=NC=2C=1.CCN=C=NCCCN(C)C.Cl.Br.[CH3:54][O:55][C:56](=[O:70])[CH2:57][CH2:58][C:59]1[O:63][N:62]=[C:61]([CH:64]([NH2:69])[CH2:65][CH:66]([CH3:68])[CH3:67])[CH:60]=1>C(Cl)Cl.O>[CH3:54][O:55][C:56](=[O:70])[CH2:57][CH2:58][C:59]1[O:63][N:62]=[C:61]([CH:64]([NH:69][C:17](=[O:19])[CH2:16][C:13]2[CH:12]=[CH:11][C:10]([NH:9][C:8]([NH:7][C:2]3[CH:3]=[CH:4][CH:5]=[CH:6][C:1]=3[CH3:21])=[O:20])=[CH:15][CH:14]=2)[CH2:65][CH:66]([CH3:68])[CH3:67])[CH:60]=1 |f:3.4,5.6|. Reported procedure: To a stirred solution of [4-(3-o-tolyl-ureido)-phenyl]-acetic acid (305 mg, 1.07 mmol), DIEA (1.3 ml), HOBT (120 mg, 0.89 mmol) and EDCl (170 mg, 0.89 mmol) in CH2Cl2 (8 ml) at room temperature was added a solution of 3-[3-(1-amino-3-methyl-butyl)-isoxazol-5-yl]-propionic acid methyl ester hydrobromide (272 mg, 0.85 mmol) in CH2Cl2 (12 ml). After stirring for 16 h at room temperature the mixture was diluted with CH2Cl2 (20 ml) and poured into water. The layers were separated and the aqueous laye... The reactants are CC(C)(C)[S@](=O)N ((S)-(−)-2-methyl-2-propanesulfinamide), C(C)OC(C(=O)C1=C(C=CC(=C1)Br)F)=O ((5-bromo-2-fluoro-phenyl)-oxo-acetic acid ethyl ester), ice water. Reagents/catalysts: [O-]CC.[Ti+4].[O-]CC.[O-]CC.[O-]CC (titanium(IV) ethoxide). Solvent: C(C)(=O)OCC (ethyl acetate), O1CCCC1 (tetrahydrofuran). Run at temperature 70 celsius, time 3.5 hour. Product: C(C)OC(\C(=N/[S@@](=O)C(C)(C)C)\C1=C(C=CC(=C1)Br)F)=O ((S)-(5-bromo-2-fluoro-phenyl)-[(Z)-2-methyl-propane-2-sulfinylimino]-acetic acid ethyl ester). Reaction SMILES: [CH3:1][C:2]([S@@:5]([NH2:7])=[O:6])([CH3:4])[CH3:3].[CH2:8]([O:10][C:11](=[O:22])[C:12]([C:14]1[CH:19]=[C:18]([Br:20])[CH:17]=[CH:16][C:15]=1[F:21])=O)[CH3:9]>O1CCCC1.C(OCC)(=O)C.[O-]CC.[Ti+4].[O-]CC.[O-]CC.[O-]CC>[CH2:8]([O:10][C:11](=[O:22])/[C:12](/[C:14]1[CH:19]=[C:18]([Br:20])[CH:17]=[CH:16][C:15]=1[F:21])=[N:7]\[S@:5]([C:2]([CH3:4])([CH3:3])[CH3:1])=[O:6])[CH3:9] |f:4.5.6.7.8|. Reported procedure: A solution of (S)-(−)-2-methyl-2-propanesulfinamide (2.35 g, 19.4 mmol) and (5-bromo-2-fluoro-phenyl)-oxo-acetic acid ethyl ester (5.33 g, 19.4 mmol) in tetrahydrofuran (80 ml) was treated at room temperature with titanium(IV) ethoxide (8.04 ml, 38.8 mmol). The light brown solution was stirred at 70° C. for 3.5 hours. For the workup, the cooled reaction mixture was poured into ice water, diluted with ethyl acetate, and filtered through a pad of Dicalite. The organic layer was separated, washed w... Starting materials: CC(=O)C(=O)N(CCC#N)C(C)(C)C, CCO, ClC(Cl)Cl, [H][H], O=[Pt]. Product: CC1NCCCN(C(C)(C)C)C1=O. RXN SMILES: [C:1]([CH3:2])([CH3:3])([CH3:4])[N:5]([C:6]([C:7]([CH3:8])=[O:9])=[O:10])[CH2:11][CH2:12][C:13]#[N:14].[CH2:21]([OH:22])[CH3:23].[CH:15]([Cl:16])([Cl:17])[Cl:18].[H:19][H:20].[Pt:24]=[O:25]>>[C:1]([CH3:2])([CH3:3])([CH3:4])[N:5]1[C:6](=[O:10])[CH:7]([CH3:8])[NH:14][CH2:13][CH2:12][CH2:11]1.